describe an organic reaction: reactants, conditions, products, and yield From a dataset of the Open Reaction Database (ORD), a public repository of structured organic reaction records. RXN SMILES: [CH3:23][CH2:24][CH2:25][CH2:26][CH2:27][CH3:28].[Cl:11][C:12]([CH2:13][O:14][S:15](=[O:16])(=[O:17])[N:18]=[C:19]=[O:20])([Cl:21])[Cl:22].[Cl:29][CH2:30][Cl:31].[NH2:1][c:2]1[n:3][c:4]([CH3:10])[n:5][c:6]([O:8][CH3:9])[n:7]1>>[NH:1]([c:2]1[n:3][c:4]([CH3:10])[n:5][c:6]([O:8][CH3:9])[n:7]1)[C:19]([NH:18][S:15]([O:14][CH2:13][C:12]([Cl:11])([Cl:21])[Cl:22])(=[O:16])=[O:17])=[O:20]. Starting materials: CCCCCC, O=C=NS(=O)(=O)OCC(Cl)(Cl)Cl, ClCCl, COc1nc(C)nc(N)n1. Product: COc1nc(C)nc(NC(=O)NS(=O)(=O)OCC(Cl)(Cl)Cl)n1. Yield: 91.0%. Reaction SMILES: [C:1]1([NH:7][CH:8]([CH2:14][C:15]2[CH:20]=[CH:19][C:18]([O:21][CH2:22][CH2:23][O:24][N:25]=[C:26]([C:28]3[CH:33]=[CH:32][C:31]([C:34]4[CH:39]=[CH:38][CH:37]=[CH:36][N:35]=4)=[CH:30][CH:29]=3)[CH3:27])=[CH:17][CH:16]=2)[C:9]([O:11]CC)=[O:10])[CH:6]=[CH:5][CH:4]=[CH:3][CH:2]=1.[OH-].[Na+]>>[C:1]1([NH:7][CH:8]([CH2:14][C:15]2[CH:20]=[CH:19][C:18]([O:21][CH2:22][CH2:23][O:24][N:25]=[C:26]([C:28]3[CH:29]=[CH:30][C:31]([C:34]4[CH:39]=[CH:38][CH:37]=[CH:36][N:35]=4)=[CH:32][CH:33]=3)[CH3:27])=[CH:17][CH:16]=2)[C:9]([OH:11])=[O:10])[CH:2]=[CH:3][CH:4]=[CH:5][CH:6]=1 |f:1.2|. Yields the product C1(=CC=CC=C1)NC(C(=O)O)CC1=CC=C(C=C1)OCCON=C(C)C1=CC=C(C=C1)C1=NC=CC=C1 (2-Phenylamino-3-[4-[2-[[1-[4-(2-pyridyl)phenyl]ethylidene]aminoxy]ethoxy]phenyl]propionic acid). The reactants are C1(=CC=CC=C1)NC(C(=O)OCC)CC1=CC=C(C=C1)OCCON=C(C)C1=CC=C(C=C1)C1=NC=CC=C1 (Ethyl 2-phenylamino-3-[4-[2-[[1-[4-(2-pyridyl)phenyl]ethylidene]aminoxy]ethoxy]phenyl]propionate), [OH-].[Na+] (sodium hydroxide). Reported procedure: The reaction was carried out according to Example 4 using 260 mg of ethyl 2-phenylamino-3-[4-[2-[[1-[4-(2-pyridyl)phenyl]ethylidene]aminoxy]ethoxy]phenyl]propionate obtained in Example 5 and 1.00 ml of a 1N aqueous sodium hydroxide solution. After the reaction, the reaction mixture was concentrated and diluted with water. The pH of the reaction mixture was adjusted to a value of 4 with 1N hydrochloric acid, and precipitate was obtained by filtration. The precipitate was washed with water and iso... Starting materials: C(C)(C)NS(=O)(=O)C=1C=C2CC(NC2=CC1)=O (2-Oxo-2,3-dihydro-1H-indole-5-sulfonic acid isopropylamide), C(=O)C1=C(C(=O)OC)C=CC=C1 (methyl 2-formylbenzoate), CCCCCC.C(C)(=O)OCC (hexane ethyl acetate). Reagents/catalysts: N1CCCCC1 (piperidine). Run in C(C)O (ethanol). Product: COC(C1=C(C=CC=C1)C=C1C(NC2=CC=C(C=C12)S(NC(C)C)(=O)=O)=O)=O (2-(5-Isopropylsulfamoyl-2-oxo-1,2-dihydro-indol-3-ylidenemethyl)benzoic acid methyl ester). As a reaction SMILES: [CH:1]([NH:4][S:5]([C:8]1[CH:9]=[C:10]2[C:14](=[CH:15][CH:16]=1)[NH:13][C:12](=[O:17])[CH2:11]2)(=[O:7])=[O:6])([CH3:3])[CH3:2].[CH:18]([C:20]1[CH:29]=[CH:28][CH:27]=[CH:26][C:21]=1[C:22]([O:24][CH3:25])=[O:23])=O.CCCCCC.C(OCC)(=O)C>C(O)C.N1CCCCC1>[CH3:25][O:24][C:22](=[O:23])[C:21]1[CH:26]=[CH:27][CH:28]=[CH:29][C:20]=1[CH:18]=[C:11]1[C:10]2[C:14](=[CH:15][CH:16]=[C:8]([S:5](=[O:7])(=[O:6])[NH:4][CH:1]([CH3:3])[CH3:2])[CH:9]=2)[NH:13][C:12]1=[O:17] |f:2.3|. Reported procedure: A solution of rpm281 (0.149 g, 0.586 mmol) and methyl 2-formylbenzoate (0.105 g, 0.645 mmol, 1.1 eq) in ethanol (10 ml) was stirred in presence of piperidine (1 drop) at 80° C., under Ar for 1 h. After cooling to room temperature, the solvent was removed under reduced pressure. The residue was dissolved in ethyl acetate (15 ml) and washed with HCl 1M (10 ml). The organic extracts were collected, dried over Na2SO4 and the solvent removed under reduced pressure to afford a orange solid. The pure c... Reactants: CC(=O)NC1(c2ccccc2)CCC2CCC1N2C, Cl, [Na+], [OH-]. Yields the product CN1C2CCC1C(N)(c1ccccc1)CC2. As a reaction SMILES: [CH3:1][N:2]1[CH:3]2[C:4]([c:10]3[cH:11][cH:12][cH:13][cH:14][cH:15]3)([NH:16][C:17](=[O:18])[CH3:19])[CH2:5][CH2:6][CH:7]1[CH2:8][CH2:9]2.[ClH:22].[Na+:21].[OH-:20]>>[CH3:1][N:2]1[CH:3]2[C:4]([c:10]3[cH:11][cH:12][cH:13][cH:14][cH:15]3)([NH2:16])[CH2:5][CH2:6][CH:7]1[CH2:8][CH2:9]2. The reactants are C(C)(C)(C)OC(NC1=C(C=C(C=C1)C#CC1=CC=CC=C1)N)=O ((2-amino-4-phenylethynyl-phenyl)-carbamic acid tert.-butyl ester), CC1(OC(=CC(O1)=O)C1=CC(=CC=C1)OC)C (2,2-dimethyl-6-(3-methoxy-phenyl)-[1,3]dioxin-4-one), C(=O)(C(F)(F)F)O (TFA). Solvent: C(Cl)Cl (CH2Cl2). Product: COC=1C=C(C=CC1)C1=NC2=C(NC(C1)=O)C=C(C=C2)C#CC2=CC=CC=C2 (4-(3-Methoxy-phenyl)-8-phenylethynyl-1,3-dihydro-benzo[b][1,4]diazepin-2-one). Reaction SMILES: C(OC(=O)[NH:7][C:8]1[CH:13]=[CH:12][C:11]([C:14]#[C:15][C:16]2[CH:21]=[CH:20][CH:19]=[CH:18][CH:17]=2)=[CH:10][C:9]=1[NH2:22])(C)(C)C.CC1(C)O[C:29](=[O:31])[CH:28]=[C:27]([C:32]2[CH:37]=[CH:36][CH:35]=[C:34]([O:38][CH3:39])[CH:33]=2)O1.C(O)(C(F)(F)F)=O>C(Cl)Cl>[CH3:39][O:38][C:34]1[CH:33]=[C:32]([C:27]2[CH2:28][C:29](=[O:31])[NH:22][C:9]3[CH:10]=[C:11]([C:14]#[C:15][C:16]4[CH:17]=[CH:18][CH:19]=[CH:20][CH:21]=4)[CH:12]=[CH:13][C:8]=3[N:7]=2)[CH:37]=[CH:36][CH:35]=1. Reported procedure: Prepared from (2-amino-4-phenylethynyl-phenyl)-carbamic acid tert.-butyl ester (Example G2) and 2,2-dimethyl-6-(3-methoxy-phenyl)-[1,3]dioxin-4-one (Example J11) according to the general procedure K. The obtained material was deprotected and cyclized by treatment with TFA in CH2Cl2 according to the general procedure M. Obtained as a light yellow solid (131 mg). Reactants: ClCC(=O)N[C@H]1CN2C(OC1)=NC(=C2)[N+](=O)[O-] ((S)-2-chloro-N-(2-nitro-6,7-dihydro-5H-imidazo[2,1-b][1,3]oxazin-6-yl)acetamide), C(C)OCCOC1=CC=C(OC2CCNCC2)C=C1 (4-(4-(2-ethoxyethoxy)phenoxy)piperidine). Product: C(C)OCCOC1=CC=C(OC2CCN(CC2)CC(=O)N[C@H]2CN3C(OC2)=NC(=C3)[N+](=O)[O-])C=C1 ((S)-2-(4-(4-(2-ethoxyethoxy)phenoxy)piperidin-1-yl)-N-(2-nitro-6,7-dihydro-5H-imidazo[2,1-b][1,3]oxazin-6-yl)acetamide). Isolated yield 30.6%. RXN SMILES: Cl[CH2:2][C:3]([NH:5][C@@H:6]1[CH2:11][O:10][C:9]2=[N:12][C:13]([N+:15]([O-:17])=[O:16])=[CH:14][N:8]2[CH2:7]1)=[O:4].[CH2:18]([O:20][CH2:21][CH2:22][O:23][C:24]1[CH:36]=[CH:35][C:27]([O:28][CH:29]2[CH2:34][CH2:33][NH:32][CH2:31][CH2:30]2)=[CH:26][CH:25]=1)[CH3:19]>>[CH2:18]([O:20][CH2:21][CH2:22][O:23][C:24]1[CH:36]=[CH:35][C:27]([O:28][CH:29]2[CH2:34][CH2:33][N:32]([CH2:2][C:3]([NH:5][C@@H:6]3[CH2:11][O:10][C:9]4=[N:12][C:13]([N+:15]([O-:17])=[O:16])=[CH:14][N:8]4[CH2:7]3)=[O:4])[CH2:31][CH2:30]2)=[CH:26][CH:25]=1)[CH3:19]. Reported procedure: Similar to the manipulation of example 1, with (S)-2-chloro-N-(2-nitro-6,7-dihydro-5H-imidazo[2,1-b][1,3]oxazin-6-yl)acetamide (130 mg, 0.50 mmol) and 4-(4-(2-ethoxyethoxy)phenoxy)piperidine (265 mg, 1.0 mmol) as crude materials, 75 mg title compound was generated and yield was 63%. Reactants: Cl (hydrochloric acid), COC=1C=C(C=C(C1OC)OC)C1=CC=C(C(=O)N2CCN(CC2)CC2=NC(=CC=C2)CN2CCN(CC2)C(C2=CC=C(C=C2)C2=CC(=C(C(=C2)OC)OC)OC)=O)C=C1 (2,6-bis[[4-[4-(3,4,5-trimethoxyphenyl)benzoyl]-1-piperazinyl]methyl]pyridine). As a reaction SMILES: [ClH:1].[CH3:2][O:3][C:4]1[CH:5]=[C:6]([C:14]2[CH:61]=[CH:60][C:17]([C:18]([N:20]3[CH2:25][CH2:24][N:23]([CH2:26][C:27]4[CH:32]=[CH:31][CH:30]=[C:29]([CH2:33][N:34]5[CH2:39][CH2:38][N:37]([C:40](=[O:59])[C:41]6[CH:46]=[CH:45][C:44]([C:47]7[CH:52]=[C:51]([O:53][CH3:54])[C:50]([O:55][CH3:56])=[C:49]([O:57][CH3:58])[CH:48]=7)=[CH:43][CH:42]=6)[CH2:36][CH2:35]5)[N:28]=4)[CH2:22][CH2:21]3)=[O:19])=[CH:16][CH:15]=2)[CH:7]=[C:8]([O:12][CH3:13])[C:9]=1[O:10][CH3:11]>C(O)C>[ClH:1].[ClH:1].[CH3:2][O:3][C:4]1[CH:5]=[C:6]([C:14]2[CH:15]=[CH:16][C:17]([C:18]([N:20]3[CH2:21][CH2:22][N:23]([CH2:26][C:27]4[CH:32]=[CH:31][CH:30]=[C:29]([CH2:33][N:34]5[CH2:39][CH2:38][N:37]([C:40](=[O:59])[C:41]6[CH:46]=[CH:45][C:44]([C:47]7[CH:52]=[C:51]([O:53][CH3:54])[C:50]([O:55][CH3:56])=[C:49]([O:57][CH3:58])[CH:48]=7)=[CH:43][CH:42]=6)[CH2:36][CH2:35]5)[N:28]=4)[CH2:24][CH2:25]3)=[O:19])=[CH:60][CH:61]=2)[CH:7]=[C:8]([O:12][CH3:13])[C:9]=1[O:10][CH3:11] |f:3.4.5|. Reported procedure: Concentrated hydrochloric acid (0.080 ml; 0.96 mmol) was added to a solution of 2,6-bis[[4-[4-(3,4,5-trimethoxyphenyl)benzoyl]-1-piperazinyl]methyl]pyridine (157 mg; 0.19 mmol) in ethanol (5 ml) and the reaction mixture was concentrated under reduced pressure. After a process of adding ethanol (10 ml) to the residue and concentrating the mixture under reduced pressure was performed twice, the resultant concentrated residue was recrystallized from methanol-diethyl ether to obtain the title compou... The solvent is C(C)O (ethanol). Product: Cl.Cl.COC=1C=C(C=C(C1OC)OC)C1=CC=C(C(=O)N2CCN(CC2)CC2=NC(=CC=C2)CN2CCN(CC2)C(C2=CC=C(C=C2)C2=CC(=C(C(=C2)OC)OC)OC)=O)C=C1 (2,6-bis[[4-[4-(3,4,5-Trimethoxyphenyl)benzoyl]-1-piperazinyl]methyl]pyridine Dihydrochloride). Product: CCCCC(O)C1CCCC1=O. Reactants: CCCCCC, CCCCC=O, [Na+], O=C1CCCC1, [OH-], O. Reaction SMILES: [CH3:16][CH2:17][CH2:18][CH2:19][CH2:20][CH3:21].[CH:4]([CH2:5][CH2:6][CH2:7][CH3:8])=[O:9].[Na+:2].[O:10]=[C:11]1[CH2:12][CH2:13][CH2:14][CH2:15]1.[OH-:1].[OH2:3]>>[CH:4]([CH2:5][CH2:6][CH2:7][CH3:8])([OH:9])[CH:12]1[C:11](=[O:10])[CH2:15][CH2:14][CH2:13]1. Reactants: [BH4-], CO, COc1cc(Cl)c(C(=O)c2ccc(Cl)cc2Cl)c(Cl)c1, [Na+]. Yields the product COc1cc(Cl)c(C(O)c2ccc(Cl)cc2Cl)c(Cl)c1. RXN SMILES: [BH4-:21].[CH3:23][OH:24].[Cl:1][c:2]1[c:3]([C:11](=[O:12])[c:13]2[c:14]([Cl:20])[cH:15][c:16]([Cl:19])[cH:17][cH:18]2)[c:4]([Cl:10])[cH:5][c:6]([O:8][CH3:9])[cH:7]1.[Na+:22]>>[Cl:1][c:2]1[c:3]([CH:11]([OH:12])[c:13]2[c:14]([Cl:20])[cH:15][c:16]([Cl:19])[cH:17][cH:18]2)[c:4]([Cl:10])[cH:5][c:6]([O:8][CH3:9])[cH:7]1. Reactants: ClC1=C2C(=C(C(C(C2=CC=C1)(C)C)=O)C(=O)NCC(=O)OC(C)(C)C)O (tert-Butyl N-((5-chloro-4-hydroxy-1,1-dimethyl-2-oxo-naphthalen-3-yl)carbonyl)glycinate), C(=O)(C(F)(F)F)O (TFA). Solvent: O (Water). Yields the product ClC1=C2C(=C(C(C(C2=CC=C1)(C)C)=O)C(=O)NCC(=O)O)O (N-((5-Chloro-4-hydroxy-1,1-dimethyl-2-oxo-naphthalen-3-yl)carbonyl)glycine). Isolated yield 97.2%. As a reaction SMILES: [Cl:1][C:2]1[CH:11]=[CH:10][CH:9]=[C:8]2[C:3]=1[C:4]([OH:26])=[C:5]([C:15]([NH:17][CH2:18][C:19]([O:21]C(C)(C)C)=[O:20])=[O:16])[C:6](=[O:14])[C:7]2([CH3:13])[CH3:12].C(O)(C(F)(F)F)=O>O>[Cl:1][C:2]1[CH:11]=[CH:10][CH:9]=[C:8]2[C:3]=1[C:4]([OH:26])=[C:5]([C:15]([NH:17][CH2:18][C:19]([OH:21])=[O:20])=[O:16])[C:6](=[O:14])[C:7]2([CH3:13])[CH3:12]. Reported procedure: tert-Butyl N-((5-chloro-4-hydroxy-1,1-dimethyl-2-oxo-naphthalen-3-yl)carbonyl)glycinate (204 mg, 537 μmol) was stirred in TFA (2 mL, 26924 μmol) for 25 minutes. Water was added. The resulting precipitate was filtered and washed with water to give a white solid (169 mg). MS m/e=324 (M+H)+. Calculated for C15H14ClNO5 323.06.